This data is from the Open Reaction Database (ORD), a public repository of structured organic reaction records. The task is: describe an organic reaction: reactants, conditions, products, and yield Reactants: CCP(=O)(O)CCC(=O)O, Cc1ccccc1, O, OCC(O)CO. The product is CCP(=O)(O)CCC(=O)OCC(O)CO. RXN SMILES: [CH2:1]([CH3:2])[P:3](=[O:4])([CH2:5][CH2:6][C:7](=[O:8])[OH:9])[OH:10].[CH3:18][c:19]1[cH:20][cH:21][cH:22][cH:23][cH:24]1.[OH2:17].[OH:11][CH2:12][CH:13]([OH:14])[CH2:15][OH:16]>>[CH2:1]([CH3:2])[P:3](=[O:4])([CH2:5][CH2:6][C:7](=[O:8])[O:9][CH2:15][CH:13]([CH2:12][OH:11])[OH:14])[OH:10]. The reactants are C(C)=O (acetaldehyde), dimethylacetal, C(C)(=O)OC (methyl acetate), C(C)=O (acetaldehyde), C(C)(=O)OC (methyl acetate), C(C)(=O)OC (methyl acetate), C(C)(=O)OC(C)=O (acetic anhydride), C(C)=O (acetaldehyde), dimethylacetal, CO (methanol), C2, dimethylacetal. Run in C(C)(=O)O (acetic acid), C(C)O (ethanol), C(C)O (ethanol). Product: C(C)(=O)OC=C (vinyl acetate), C(C)(=O)OC (methyl acetate). RXN SMILES: CO.C(=O)C.[C:6]([O:9][CH3:10])(=[O:8])[CH3:7].[C:11]([O:14][C:15](=O)[CH3:16])(=[O:13])[CH3:12]>C(O)(=O)C.C(O)C>[C:11]([O:14][CH:15]=[CH2:16])(=[O:13])[CH3:12].[C:6]([O:9][CH3:10])(=[O:8])[CH3:7]. Procedure: Therefore, in step (a) of the process of this invention, methanol is hydrocarbonylated to C2 compounds such as ethanol, acetaldehyde, methyl acetate and dimethylacetal, and the reaction mixture containing these compounds is then freed of ethanol, acetaldehyde, methyl acetate and dimethylacetal; concurrently, in step (b), methyl acetate is carbonylated to acetic anhydride which is then freed from the reaction mixture; the mixture of acetaldehyde and dimethylacetal separated in step (a) is reacted... Reactants: IC1=C(C(=CC(=C1)C)C)I (1,2-diiodo-3,5-dimethylbenzene), [NH4+].[Cl-] (NH4Cl), C(C)(C)[Mg]Cl (isopropylmagnesium chloride), B(OC(C)C)(OC(C)C)OC(C)C (B(OiPr)3). Solvent: C1CCOC1 (THF), CCOCC (Et2O). Conditions: temperature -78 celsius, time 2 hour. The product is IC1=C(C=C(C=C1C)C)B(O)O (2-iodo-3,5-dim ethylphenylboronic acid). Reaction SMILES: I[C:2]1[CH:7]=[C:6]([CH3:8])[CH:5]=[C:4]([CH3:9])[C:3]=1[I:10].C([Mg]Cl)(C)C.[B:16](OC(C)C)([O:21]C(C)C)[O:17]C(C)C.[NH4+].[Cl-]>C1COCC1.CCOCC>[I:10][C:3]1[C:4]([CH3:9])=[CH:5][C:6]([CH3:8])=[CH:7][C:2]=1[B:16]([OH:21])[OH:17] |f:3.4|. Reported procedure: To a solution of 1,2-diiodo-3,5-dimethylbenzene (0.5 g, 1.40 mmol) in 60 mL in a mixture of THF and Et2O (1:1), was added dropwise at −78° C. isopropylmagnesium chloride (2 M in THF, 0.70 mL, 1.40 mmol). After the mixture was stirred for 2 h at −78° C., B(OiPr)3 (0.96 ml, 4.19 mmol) was added. The solution was warmed to room temperature overnight, then a saturated solution of NH4Cl was added, and the resulting mixture was stirred for 30 min at room temperature. The aqueous layer was extracted wi...